From a dataset of the Open Reaction Database (ORD), a public repository of structured organic reaction records. describe an organic reaction: reactants, conditions, products, and yield Starting materials: CC(C)=O, C#CC(O)c1cc(OC)c(OC)c(OC)c1. Yields the product C#CC(=O)c1cc(OC)c(OC)c(OC)c1. RXN SMILES: [CH3:17][C:18](=[O:19])[CH3:20].[CH3:1][O:2][c:3]1[cH:4][c:5]([CH:13]([C:14]#[CH:15])[OH:16])[cH:6][c:7]([O:11][CH3:12])[c:8]1[O:9][CH3:10]>>[CH3:1][O:2][c:3]1[cH:4][c:5]([C:13]([C:14]#[CH:15])=[O:16])[cH:6][c:7]([O:11][CH3:12])[c:8]1[O:9][CH3:10]. Reaction SMILES: [CH2:17]([OH:18])[CH2:19][CH2:20][CH3:21].[CH:29]([OH:30])([CH3:31])[CH3:32].[Cl:1][c:2]1[n:3][c:4]([Cl:16])[c:5]2[n:6][cH:7][n:8]([CH:11]3[CH2:12][S:13][CH2:14][CH2:15]3)[c:9]2[n:10]1.[NH2:22][c:23]1[cH:24][cH:25][cH:26][cH:27][cH:28]1>>[Cl:1][c:2]1[n:3][c:4]([NH:22][c:23]2[cH:24][cH:25][cH:26][cH:27][cH:28]2)[c:5]2[n:6][cH:7][n:8]([CH:11]3[CH2:12][S:13][CH2:14][CH2:15]3)[c:9]2[n:10]1. The product is Clc1nc(Nc2ccccc2)c2ncn(C3CCSC3)c2n1. Starting materials: CCCCO, CC(C)O, Clc1nc(Cl)c2ncn(C3CCSC3)c2n1, Nc1ccccc1. Reactants: ClC1=NC2=CC=CC=C2C(=N1)Cl (2,4-dichloroquinazoline), NC1=CC=C(C=C1)C1=CC=CC=C1 (4-aminobiphenyl), CC1=NNC(=C1)C (3,5-dimethylpyrazole). Yields the product C1(=CC=C(C=C1)NC1=NC(=NC2=CC=CC=C12)N1N=C(C=C1C)C)C1=CC=CC=C1 (Biphenyl-4-yl-[2-(3,5-dimethyl-pyrazol-1-yl)-quinazolin-4-yl]-amine). RXN SMILES: Cl[C:2]1[N:11]=[C:10](Cl)[C:9]2[C:4](=[CH:5][CH:6]=[CH:7][CH:8]=2)[N:3]=1.[NH2:13][C:14]1[CH:19]=[CH:18][C:17]([C:20]2[CH:25]=[CH:24][CH:23]=[CH:22][CH:21]=2)=[CH:16][CH:15]=1.[CH3:26][C:27]1[CH:31]=[C:30]([CH3:32])[NH:29][N:28]=1>>[C:17]1([C:20]2[CH:25]=[CH:24][CH:23]=[CH:22][CH:21]=2)[CH:16]=[CH:15][C:14]([NH:13][C:10]2[C:9]3[C:4](=[CH:5][CH:6]=[CH:7][CH:8]=3)[N:3]=[C:2]([N:28]3[C:27]([CH3:26])=[CH:31][C:30]([CH3:32])=[N:29]3)[N:11]=2)=[CH:19][CH:18]=1. Procedure details: Was prepared according to Method B from 2,4-dichloroquinazoline, 4-aminobiphenyl and 3,5-dimethylpyrazole. Mp. 267.5-270.3° C. Yield: 87.6%. The solvent is C(=O)O (formic acid). The reactants are OC1=C(C=C(C=O)C=C1)[N+](=O)[O-] (4-hydroxy-3-nitrobenzaldehyde), Cl.NO (hydroxylamine hydrochloride), C(=O)[O-].[Na+] (sodium formate), O (water). Reported procedure: A mixture of 5.0 g of 4-hydroxy-3-nitrobenzaldehyde with 2.5 g of hydroxylamine hydrochloride and 3.6 g of sodium formate was heated under reflux in 35 ml of formic acid for 5 hours. After the reaction mixture was cooled, water was added thereto. The precipitated crystal was collected by filtration to give 4.3 g of 4-hydroxy-3-nitrobenzonitrile. 3.5 g of thioacetamide was added thereto and the mixture was heated at 80° C. for 1 hour in 12 ml of N,N-dimethylformamide saturated with hydrochloric a... Yields the product OC1=C(C=C(C#N)C=C1)[N+](=O)[O-] (4-hydroxy-3-nitrobenzonitrile). As a reaction SMILES: [OH:1][C:2]1[CH:9]=[CH:8][C:5]([CH:6]=O)=[CH:4][C:3]=1[N+:10]([O-:12])=[O:11].Cl.[NH2:14]O.C([O-])=O.[Na+].O>C(O)=O>[OH:1][C:2]1[CH:9]=[CH:8][C:5]([C:6]#[N:14])=[CH:4][C:3]=1[N+:10]([O-:12])=[O:11] |f:1.2,3.4|. Reactants: C(C1=C(C=CC=C1)SSC1=C(C(=O)Cl)C=CC=C1)(=O)Cl (2,2'-dithiobisbenzoyl chloride), NC1=NC=C(C=N1)Br (2-amino-5-bromopyrimidine). Solvent: N1=CC=CC=C1 (pyridine), ClCCl (dichloromethane). Product: BrC=1C=NC(=NC1)NC(C1=C(C=CC=C1)SSC1=C(C(=O)NC2=NC=C(C=N2)Br)C=CC=C1)=O (2,2'-Dithiobis[N-(5-bromo-2-pyrimidinyl)benzamide]). Yield: 11.1%. As a reaction SMILES: [C:1](Cl)(=[O:19])[C:2]1[CH:7]=[CH:6][CH:5]=[CH:4][C:3]=1[S:8][S:9][C:10]1[CH:18]=[CH:17][CH:16]=[CH:15][C:11]=1[C:12](Cl)=[O:13].[NH2:21][C:22]1[N:27]=[CH:26][C:25]([Br:28])=[CH:24][N:23]=1>ClCCl.N1C=CC=CC=1>[Br:28][C:25]1[CH:24]=[N:23][C:22]([NH:21][C:1](=[O:19])[C:2]2[CH:7]=[CH:6][CH:5]=[CH:4][C:3]=2[S:8][S:9][C:10]2[CH:18]=[CH:17][CH:16]=[CH:15][C:11]=2[C:12]([NH:21][C:22]2[N:27]=[CH:26][C:25]([Br:28])=[CH:24][N:23]=2)=[O:13])=[N:27][CH:26]=1. Procedure details: This compound was prepared according to the general method of Example 77 using 2,2'-dithiobisbenzoyl chloride (2.00 g, 5.83 mmol) in 50 mL of dichloromethane and 2-amino-5-bromopyrimidine (2.03 g, 11.7 mmol) in 16 mL of pyridine. The crude product was triturated with a hot mixture of ethyl acetate and ethanol, filtered, and recrystallized first from DMF, then from acetonitrile-DMF to yield 0.40 g of the title compound, mp 249°-253° C.